From a dataset of the Open Reaction Database (ORD), a public repository of structured organic reaction records. describe an organic reaction: reactants, conditions, products, and yield The reactants are CN(C=O)C (N,N-dimethylformamide), C(CCCCCCC\C=C/CCCCCCCC)(=O)OCC(O)COC(CCCCCCC\C=C/CCCCCCCC)=O (1,3-dioleoylglycerol), C(C)N(CCC(=O)O)CC (N,N-diethyl-β-alanine), N,N-dicyclohexylcarbodiimide. Reagents/catalysts: CN(C1=CC=NC=C1)C (4-dimethylaminopyridine). The solvent is C(Cl)Cl (methylene chloride). Conditions: time 8 hour. The product is C(C)N(CCC(=O)OC(COC(CCCCCCC\C=C/CCCCCCCC)=O)COC(CCCCCCC\C=C/CCCCCCCC)=O)CC (2-O-(3-diethylaminopropionyl)-1,3-O-dioleoylglycerol). Isolated yield 62.2%. RXN SMILES: CN(C)C=O.[C:6]([O:25][CH2:26][CH:27]([CH2:29][O:30][C:31](=[O:49])[CH2:32][CH2:33][CH2:34][CH2:35][CH2:36][CH2:37][CH2:38]/[CH:39]=[CH:40]\[CH2:41][CH2:42][CH2:43][CH2:44][CH2:45][CH2:46][CH2:47][CH3:48])[OH:28])(=[O:24])[CH2:7][CH2:8][CH2:9][CH2:10][CH2:11][CH2:12][CH2:13]/[CH:14]=[CH:15]\[CH2:16][CH2:17][CH2:18][CH2:19][CH2:20][CH2:21][CH2:22][CH3:23].[CH2:50]([N:52]([CH2:58][CH3:59])[CH2:53][CH2:54][C:55](O)=[O:56])[CH3:51]>CN(C)C1C=CN=CC=1.C(Cl)Cl>[CH2:50]([N:52]([CH2:58][CH3:59])[CH2:53][CH2:54][C:55]([O:28][CH:27]([CH2:29][O:30][C:31](=[O:49])[CH2:32][CH2:33][CH2:34][CH2:35][CH2:36][CH2:37][CH2:38]/[CH:39]=[CH:40]\[CH2:41][CH2:42][CH2:43][CH2:44][CH2:45][CH2:46][CH2:47][CH3:48])[CH2:26][O:25][C:6](=[O:24])[CH2:7][CH2:8][CH2:9][CH2:10][CH2:11][CH2:12][CH2:13]/[CH:14]=[CH:15]\[CH2:16][CH2:17][CH2:18][CH2:19][CH2:20][CH2:21][CH2:22][CH3:23])=[O:56])[CH3:51]. Reported procedure: In a solvent mixture of 3 ml N,N-dimethylformamide and 6 ml methylene chloride was dissolved 172 mg (0.277 mmol) of 1,3-dioleoylglycerol followed by addition of 101 mg (0.556 mmol) of N,N-diethyl-β-alanine (hydrochloride), 114 mg (0.553 mmol) of N,N-dicyclohexylcarbodiimide, and 7 mg (0.057 mmol) of 4-dimethylaminopyridine and the mixture was stirred overnight. This reaction mixture was then filtered and the filtrate was concentrated under reduced pressure. The residue was dissolved in methylene...